This data is from the Open Reaction Database (ORD), a public repository of structured organic reaction records. The task is: describe an organic reaction: reactants, conditions, products, and yield The reactants are O=C1CCC(=O)N1Br, COC(=O)Cn1cc(C2CCCCC2)c2sc(C(=O)OC(C)(C)C)cc21, ClCCl. Yields the product COC(=O)Cn1c(Br)c(C2CCCCC2)c2sc(C(=O)OC(C)(C)C)cc21. As a reaction SMILES: [Br:27][N:28]1[C:29](=[O:30])[CH2:31][CH2:32][C:33]1=[O:34].[CH:1]1([c:7]2[c:8]3[c:9]([n:10]([CH2:12][C:13](=[O:14])[O:15][CH3:16])[cH:11]2)[cH:17][c:18]([C:20](=[O:21])[O:22][C:23]([CH3:24])([CH3:25])[CH3:26])[s:19]3)[CH2:2][CH2:3][CH2:4][CH2:5][CH2:6]1.[Cl:35][CH2:36][Cl:37]>>[CH:1]1([c:7]2[c:8]3[c:9]([n:10]([CH2:12][C:13](=[O:14])[O:15][CH3:16])[c:11]2[Br:27])[cH:17][c:18]([C:20](=[O:21])[O:22][C:23]([CH3:24])([CH3:25])[CH3:26])[s:19]3)[CH2:2][CH2:3][CH2:4][CH2:5][CH2:6]1.